From a dataset of the Open Reaction Database (ORD), a public repository of structured organic reaction records. describe an organic reaction: reactants, conditions, products, and yield The reactants are C(C)OC(CCCCCCN(C1=NC=C(C=C1)OS(=O)(=O)C(F)(F)F)C1=NC=CC=C1)=O (7-[Pyridin-2-yl-(5-trifluoromethanesulfonyloxy-pyridin-2-yl)-amino]-heptanoic acid ethyl ester), C1(=CC=CC=C1)B(O)O (phenylboronic acid), C([O-])([O-])=O.[K+].[K+] (potassium carbonate). The reagents and catalysts are C=1C=CC(=CC1)[P](C=2C=CC=CC2)(C=3C=CC=CC3)[Pd]([P](C=4C=CC=CC4)(C=5C=CC=CC5)C=6C=CC=CC6)([P](C=7C=CC=CC7)(C=8C=CC=CC8)C=9C=CC=CC9)[P](C=1C=CC=CC1)(C=1C=CC=CC1)C=1C=CC=CC1 (Pd(PPh3)4). Run in C1(=CC=CC=C1)C (toluene). Yields the product C(C)OC(CCCCCCN(C1=NC=CC=C1)C1=NC=C(C=C1)C1=CC=CC=C1)=O (7-[(5-Phenyl-pyridin-2-yl)-pyridin-2-yl-amino]heptanoic acid ethyl ester). The yield is 86.2%. Reaction SMILES: [CH2:1]([O:3][C:4](=[O:32])[CH2:5][CH2:6][CH2:7][CH2:8][CH2:9][CH2:10][N:11]([C:26]1[CH:31]=[CH:30][CH:29]=[CH:28][N:27]=1)[C:12]1[CH:17]=[CH:16][C:15](OS(C(F)(F)F)(=O)=O)=[CH:14][N:13]=1)[CH3:2].[C:33]1(B(O)O)[CH:38]=[CH:37][CH:36]=[CH:35][CH:34]=1.C(=O)([O-])[O-].[K+].[K+]>C1(C)C=CC=CC=1.C1C=CC([P]([Pd]([P](C2C=CC=CC=2)(C2C=CC=CC=2)C2C=CC=CC=2)([P](C2C=CC=CC=2)(C2C=CC=CC=2)C2C=CC=CC=2)[P](C2C=CC=CC=2)(C2C=CC=CC=2)C2C=CC=CC=2)(C2C=CC=CC=2)C2C=CC=CC=2)=CC=1>[CH2:1]([O:3][C:4](=[O:32])[CH2:5][CH2:6][CH2:7][CH2:8][CH2:9][CH2:10][N:11]([C:12]1[CH:17]=[CH:16][C:15]([C:33]2[CH:38]=[CH:37][CH:36]=[CH:35][CH:34]=2)=[CH:14][N:13]=1)[C:26]1[CH:31]=[CH:30][CH:29]=[CH:28][N:27]=1)[CH3:2] |f:2.3.4,^1:58,60,79,98|. Procedure: Compound II (22 mg, 0.046 mmol), Pd(PPh3)4 (1.6 mg, 0.0014 mmol), phenylboronic acid (11.2 mg, 0.092 mmol) and potassium carbonate (9.5 mg, 0.07 mmol) were stirred in toluene (2 mL) at 90° C. in a sealed tube for 20 h. Then the reaction mixture was filtrated through celite and evaporated under reduced pressure. The resulting residue was purified by silica gel column chromatography eluting with hexane/EtOAc (90:10 to 70:30) to furnish 16 mg of III in mixture with the starting material. Reactants: [O-2].[Zn+2] (zinc oxide), O (water), COC([C@@H](N)CCC(=O)[O-])=O (monomethyl-glutamate), COC(CC[C@H](N)C(=O)O)=O (glutamic acid 5-methyl ester). The solvent is C1(=CC=CC=C1)C (toluene). Product: CN[C@@H](CCC(=O)[O-])C(=O)[O-].CN[C@@H](CCC(=O)[O-])C(=O)[O-].[Zn+2].[Zn+2] (Zinc bis(methyl-glutamate)). As a reaction SMILES: [O-2].[Zn+2:2].[CH3:3][O:4][C:5](=[O:13])[C@H:6]([CH2:8][CH2:9][C:10]([O-:12])=[O:11])[NH2:7].[CH3:14][O:15][C:16](=[O:24])[CH2:17][CH2:18][C@@H:19]([C:21]([OH:23])=[O:22])[NH2:20].O>C1(C)C=CC=CC=1>[CH3:14][NH:7][C@H:6]([C:5]([O-:4])=[O:13])[CH2:8][CH2:9][C:10]([O-:12])=[O:11].[CH3:3][NH:20][C@H:19]([C:21]([O-:23])=[O:22])[CH2:18][CH2:17][C:16]([O-:15])=[O:24].[Zn+2:2].[Zn+2:2] |f:0.1,6.7.8.9|. Procedure: Zinc bis(methyl-glutamate) was prepared by reacting 12.2 grams of zinc oxide and 48.3 grams of monomethyl-glutamate also known in the art as glutamic acid 5-methyl ester as named in C.A.S. Reg. No. 1499-55-4, pg. 458 Aldrich Catalog Handbook 1979-80 in 500 ml of toluene in a one-liter, one-neck round-bottom flask equipped with a magnetic stirrer, reflux condenser and Dean-Stark Trap. The mixture was refluxed to obtain a theoretical amount of water in the Dean-Stark Trap. A white powdery product ... The reactants are CC1(OC(CC(O1)=O)=O)C (2,2-dimethyl-1,3-dioxan-4,6-dione), NC1=CC=C(C(=O)OCC)C=C1 (ethyl 4-aminobenzoate). Product: OC1=CC=NC2=CC=C(C=C12)C(=O)OCC (Ethyl 4-Hydroxyquinoline-6-carboxylate). Reaction SMILES: CC1(C)O[C:6](=O)[CH2:5][C:4](=O)[O:3]1.[NH2:11][C:12]1[CH:22]=[CH:21][C:15]([C:16]([O:18][CH2:19][CH3:20])=[O:17])=[CH:14][CH:13]=1>>[OH:3][C:4]1[C:13]2[C:12](=[CH:22][CH:21]=[C:15]([C:16]([O:18][CH2:19][CH3:20])=[O:17])[CH:14]=2)[N:11]=[CH:6][CH:5]=1. Procedure: In a manner similar to that described in Example 58, Part A., 10 g (69 mmol) of 2,2-dimethyl-1,3-dioxan-4,6-dione and 11.4 g (69 mmol) of ethyl 4-aminobenzoate were tranformed into the title product: yield 10.86 g (72%); m.p. 233°-234° C. Starting materials: CC1=C(N=NC(=C1C)CC1=CC=NC=C1)N1C[C@H](NCC1)C (4,5-dimethyl-3-((R)-3-methyl-piperazin-1-yl)-6-pyridin-4-ylmethyl-pyridazine), COC(=O)C1=NC=C(N=C1)Cl (5-chloro-pyrazine-2-carboxylic acid methyl ester). The product is COC(=O)C=1N=CC(=NC1)N1[C@@H](CN(CC1)C=1N=NC(=C(C1C)C)CC1=CC=NC=C1)C ((R)-4-(4,5-Dimethyl-6-pyridin-4-ylmethyl-pyridazin-3-yl)-2-methyl-3,4,5,6-tetrahydro-2H-[1,2′]bipyrazinyl-5′-carboxylic acid methyl ester). Yield: 55.6%. Reaction SMILES: [CH3:1][C:2]1[C:7]([CH3:8])=[C:6]([CH2:9][C:10]2[CH:15]=[CH:14][N:13]=[CH:12][CH:11]=2)[N:5]=[N:4][C:3]=1[N:16]1[CH2:21][CH2:20][NH:19][C@H:18]([CH3:22])[CH2:17]1.[CH3:23][O:24][C:25]([C:27]1[CH:32]=[N:31][C:30](Cl)=[CH:29][N:28]=1)=[O:26]>>[CH3:23][O:24][C:25]([C:27]1[N:28]=[CH:29][C:30]([N:19]2[CH2:20][CH2:21][N:16]([C:3]3[N:4]=[N:5][C:6]([CH2:9][C:10]4[CH:11]=[CH:12][N:13]=[CH:14][CH:15]=4)=[C:7]([CH3:8])[C:2]=3[CH3:1])[CH2:17][C@H:18]2[CH3:22])=[N:31][CH:32]=1)=[O:26]. Procedure: According to the protocol described below for example 46, 4,5-dimethyl-3-((R)-3-methyl-piperazin-1-yl)-6-pyridin-4-ylmethyl-pyridazine (155 mg, 0.51 mmol) and 5-chloro-pyrazine-2-carboxylic acid methyl ester (99 mg, 0.56 mmol) afforded the title compound as an orange oil (123 mg, 56%).